Dataset: the Open Reaction Database (ORD), a public repository of structured organic reaction records. Task: describe an organic reaction: reactants, conditions, products, and yield Reactants: CC(C)(C)C#N, Clc1ccc(I)cc1, [Mg], [Na], C1CCOC1, O, O=S(=O)(O)O. Product: CC(C)(C)C(=O)c1ccc(Cl)cc1. Reaction SMILES: [CH3:1][C:2]([C:3]#[N:4])([CH3:5])[CH3:6].[Cl:7][c:8]1[cH:9][cH:10][c:11]([I:14])[cH:12][cH:13]1.[Mg:15].[Na:26].[O:21]1[CH2:22][CH2:23][CH2:24][CH2:25]1.[OH2:27].[S:16]([OH:17])(=[O:18])(=[O:19])[OH:20]>>[CH3:1][C:2]([C:3]([c:11]1[cH:10][cH:9][c:8]([Cl:7])[cH:13][cH:12]1)=[O:17])([CH3:5])[CH3:6]. Reactants: BrCCCCOC=1C=C2C=CC(NC2=CC1)=O (6-(4-bromobutoxy)-carbostyril), CC=1C=C(C=CC1Br)S (3-methyl-4-bromo-thiophenol). Yields the product CC=1C=C(C=CC1Br)SCCCCOC=1C=C2C=CC(NC2=CC1)=O (6-[4-(3-Methyl-4-bromo-phenylmercapto)-butoxy]-carbostyril). Reaction SMILES: Br[CH2:2][CH2:3][CH2:4][CH2:5][O:6][C:7]1[CH:8]=[C:9]2[C:14](=[CH:15][CH:16]=1)[NH:13][C:12](=[O:17])[CH:11]=[CH:10]2.[CH3:18][C:19]1[CH:20]=[C:21]([SH:26])[CH:22]=[CH:23][C:24]=1[Br:25]>>[CH3:18][C:19]1[CH:20]=[C:21]([S:26][CH2:2][CH2:3][CH2:4][CH2:5][O:6][C:7]2[CH:8]=[C:9]3[C:14](=[CH:15][CH:16]=2)[NH:13][C:12](=[O:17])[CH:11]=[CH:10]3)[CH:22]=[CH:23][C:24]=1[Br:25]. Reported procedure: Prepared analogous to Example 122 from 6-(4-bromobutoxy)-carbostyril (m.p. 189°-199° C.) and 3-methyl-4-bromo-thiophenol. Reactants: ClCCCSC1=C(C(=NC=C1)CSC1=NC2=C(N1)C=CC=C2)OC (2-{[[4-(3-chloropropylthio)-3-methoxy-2-pyridinyl]methyl]thio}-1H-benzimidazole), C(C1=CC=CC=C1)N1CCNCC1 (N-benzylpiperazine), Cl (hydrochloride). Procedure: According to the procedure indicated in Examples 1), 3) and 6), reaction of 2-{[[4-(3-chloropropylthio)-3-methoxy-2-pyridinyl]methyl]thio}-1H-benzimidazole with N-benzylpiperazine and subsequent conversion into the hydrochloride gives the title compound; m.p. 180° C., dec.; colorless crystals; yield 59% of theory. Yields the product Cl.Cl.Cl.C(C1=CC=CC=C1)N1CCN(CC1)CCCSC1=C(C(=NC=C1)CSC1=NC2=C(N1)C=CC=C2)OC (2-{[[4-[3-(4-Benzylpiperazin-1-yl)propylthio]-3-methoxy-2-pyridinyl]-methyl]thio}-1H-benzimidazole trihydrochloride). RXN SMILES: [Cl:1][CH2:2][CH2:3][CH2:4][S:5][C:6]1[CH:11]=[CH:10][N:9]=[C:8]([CH2:12][S:13][C:14]2[NH:18][C:17]3[CH:19]=[CH:20][CH:21]=[CH:22][C:16]=3[N:15]=2)[C:7]=1[O:23][CH3:24].[CH2:25]([N:32]1[CH2:37][CH2:36][NH:35][CH2:34][CH2:33]1)[C:26]1[CH:31]=[CH:30][CH:29]=[CH:28][CH:27]=1.[ClH:38]>>[ClH:1].[ClH:38].[ClH:1].[CH2:25]([N:32]1[CH2:37][CH2:36][N:35]([CH2:2][CH2:3][CH2:4][S:5][C:6]2[CH:11]=[CH:10][N:9]=[C:8]([CH2:12][S:13][C:14]3[NH:18][C:17]4[CH:19]=[CH:20][CH:21]=[CH:22][C:16]=4[N:15]=3)[C:7]=2[O:23][CH3:24])[CH2:34][CH2:33]1)[C:26]1[CH:27]=[CH:28][CH:29]=[CH:30][CH:31]=1 |f:3.4.5.6|. Isolated yield 59.0%. The reactants are CC(C)(C)N=C=O, Cc1cccc(C)c1N(C)C(=N)N, CCCCCCC, Cc1ccccc1C. Product: Cc1cccc(C)c1N(C)C(=N)NC(=O)NC(C)(C)C. RXN SMILES: [C:22]([CH3:23])([CH3:24])([CH3:25])[N:26]=[C:27]=[O:28].[CH3:1][c:2]1[c:3]([N:9]([C:10](=[NH:11])[NH2:12])[CH3:13])[c:4]([CH3:8])[cH:5][cH:6][cH:7]1.[CH3:29][CH2:30][CH2:31][CH2:32][CH2:33][CH2:34][CH3:35].[c:14]1([CH3:15])[c:16]([CH3:17])[cH:18][cH:19][cH:20][cH:21]1>>[CH3:1][c:2]1[c:3]([N:9]([C:10](=[NH:11])[NH:12][C:27]([NH:26][C:22]([CH3:23])([CH3:24])[CH3:25])=[O:28])[CH3:13])[c:4]([CH3:8])[cH:5][cH:6][cH:7]1.